This data is from the Open Reaction Database (ORD), a public repository of structured organic reaction records. The task is: describe an organic reaction: reactants, conditions, products, and yield The reactants are NC1=C(C(=CC=C1)C)NC=1N=CC2=C(N1)N(C(C(=C2)C2=C(C(=CC(=C2Cl)OC)OC)Cl)=O)C (2-(2-amino-6-methylphenylamino)-6-(2,6-dichloro-3,5-dimethoxyphenyl)-8-methylpyrido[2,3-d]pyrimidin-7(8H)-one), C(C=C)(=O)Cl (acryloyl chloride). Run in C(Cl)Cl (DCM). Run at temperature 0 celsius, time 8 hour. The product is ClC1=C(C(=C(C=C1OC)OC)Cl)C1=CC2=C(N=C(N=C2)NC2=C(C=CC=C2C)NC(C=C)=O)N(C1=O)C (N-(2-((6-(2,6-dichloro-3,5-dimethoxyphenyl)-8-methyl-7-oxo-7,8-dihydropyrido[2,3-d]pyrimidin-2-yl)amino)-3-methylphenyl)acrylamide). As a reaction SMILES: [NH2:1][C:2]1[CH:7]=[CH:6][CH:5]=[C:4]([CH3:8])[C:3]=1[NH:9][C:10]1[N:11]=[CH:12][C:13]2[CH:19]=[C:18]([C:20]3[C:25]([Cl:26])=[C:24]([O:27][CH3:28])[CH:23]=[C:22]([O:29][CH3:30])[C:21]=3[Cl:31])[C:17](=[O:32])[N:16]([CH3:33])[C:14]=2[N:15]=1.[C:34](Cl)(=[O:37])[CH:35]=[CH2:36]>C(Cl)Cl>[Cl:26][C:25]1[C:24]([O:27][CH3:28])=[CH:23][C:22]([O:29][CH3:30])=[C:21]([Cl:31])[C:20]=1[C:18]1[C:17](=[O:32])[N:16]([CH3:33])[C:14]2[N:15]=[C:10]([NH:9][C:3]3[C:4]([CH3:8])=[CH:5][CH:6]=[CH:7][C:2]=3[NH:1][C:34](=[O:37])[CH:35]=[CH2:36])[N:11]=[CH:12][C:13]=2[CH:19]=1. Procedure: 2-(2-amino-6-methylphenylamino)-6-(2,6-dichloro-3,5-dimethoxyphenyl)-8-methylpyrido[2,3-d]pyrimidin-7(8H)-one (11) was taken up in DCM (2 ml) and cooled to 0° C., followed by addition of acryloyl chloride (0.010 mL, 0.13 mmol). The reaction was allowed to warm to room temperature and stirred overnight. The mixture was loaded directly onto silica gel and purified by flash chromatography using 0-100% EtOAc/Hexanes gradient to provide the product, N-(2-((6-(2,6-dichloro-3,5-dimethoxyphenyl)-8-methy... Starting materials: N1=CC(=CC=C1)CCCO (3-pyridine propanol), N1=CC=CC=C1 (pyridine), CS(=O)(=O)Cl (methanesulfonyl chloride), [C-]#N.[Na+] (sodium cyanide). The solvent is C(Cl)Cl (CH2Cl2), O (H2O). Conditions: time 4 hour. Product: N1=CC(=CC=C1)CCCC#N (4-Pyridin-3-yl-butyronitrile). Yield: 56.9%. Reaction SMILES: [N:1]1[CH:6]=[CH:5][CH:4]=[C:3]([CH2:7][CH2:8][CH2:9]O)[CH:2]=1.[N:11]1C=CC=C[CH:12]=1.CS(Cl)(=O)=O.[C-]#N.[Na+]>C(Cl)Cl.O>[N:1]1[CH:6]=[CH:5][CH:4]=[C:3]([CH2:7][CH2:8][CH2:9][C:12]#[N:11])[CH:2]=1 |f:3.4|. Reported procedure: To a solution of 0.66 mL (5.11 mmol) 3-pyridine propanol in 5 mL CH2Cl2 at 0° C. was added 0.62 mL (7.67 mmol) pyridine and 0.47 mL (6.14 mmol) methanesulfonyl chloride and the reaction stirred for 4 h. The solution was concentrated under reduced pressure and the crude mesylate dissolved in 10 mL DMF. To this solution was added 902 mg (18.41 mmol) sodium cyanide and the reaction stirred at 60° C. for 3 days. Then the solution was cooled, diluted with H2O (30 mL) and extracted with EtOAc (3×20 mL... The reactants are C(C)OP(O)C1=CC=CC=C1 (phenylphosphonous acid-ethylester), C(C=C)#N (acrylonitrile), CC[O-].[Na+] (sodium ethylate). Conditions: time 1 hour. The product is C(#N)CCP(OCC)(=O)C1=CC=CC=C1 (ethyl 2-cyanoethyl(phenyl)phosphinate). As a reaction SMILES: [CH2:1]([O:3][P:4]([C:6]1[CH:11]=[CH:10][CH:9]=[CH:8][CH:7]=1)[OH:5])[CH3:2].[C:12](#[N:15])[CH:13]=[CH2:14].CC[O-].[Na+]>>[C:12]([CH2:13][CH2:14][P:4]([C:6]1[CH:11]=[CH:10][CH:9]=[CH:8][CH:7]=1)(=[O:5])[O:3][CH2:1][CH3:2])#[N:15] |f:2.3|. Reported procedure: To 42.45 g of phenylphosphonous acid-ethylester and 16.45 ml of acrylonitrile are added with stirring 5 ml of sodium ethylate (1 molar). The reaction is exothermic. After 1 hour stirring at 20° the mixture is fractionally distilled. There is obtained ethyl 2-cyanoethyl(phenyl)phosphinate as a colorless oil, b.p. 134°-136°/7 Pa. The reactants are CC1([C@@H]2[C@H]1CC1=C(SC(=C21)C)C(=O)O)C ((1aS,5aR)-1,1,2-trimethyl-1,1a,5,5a-tetrahydro-3-thia-cyclopropa[a]pentalene-4-carboxylic acid), CN(C)C(=[N+](C)C)ON1C2=C(C=CC=C2)N=N1.[B-](F)(F)(F)F (TBTU), C(C)N(C(C)C)C(C)C (ethyl-diisopropylamine), Cl.NCC1=C(C=C(C=C1)O)Cl (4-aminomethyl-3-chloro-phenol hydrochloride), C(C)N(C(C)C)C(C)C (ethyl-diisopropylamine). The solvent is CN(C)C=O (DMF), C(=O)O (formic acid), CN(C)C=O (DMF). Conditions: time 20 minute. The product is OC1=CC(=C(CNC(=O)C2=C3C[C@@H]4[C@H](C3=C(S2)C)C4(C)C)C=C1)Cl ((1aS,5aR)-1,1,2-trimethyl-1,1a,5,5a-tetrahydro-3-thia-cyclopropa[a]pentalene-4-carboxylic acid 4-hydroxy-2-chloro-benzylamide). Isolated yield 28.2%. RXN SMILES: [CH3:1][C:2]1([CH3:15])[C@@H:4]2[CH2:5][C:6]3[C:10]([C@H:3]12)=[C:9]([CH3:11])[S:8][C:7]=3[C:12]([OH:14])=O.CN(C(ON1N=NC2C=CC=CC1=2)=[N+](C)C)C.[B-](F)(F)(F)F.C(N(C(C)C)C(C)C)C.Cl.[NH2:48][CH2:49][C:50]1[CH:55]=[CH:54][C:53]([OH:56])=[CH:52][C:51]=1[Cl:57]>CN(C=O)C.C(O)=O>[OH:56][C:53]1[CH:54]=[CH:55][C:50]([CH2:49][NH:48][C:12]([C:7]2[S:8][C:9]([CH3:11])=[C:10]3[C:6]=2[CH2:5][C@H:4]2[C:2]([CH3:1])([CH3:15])[C@H:3]23)=[O:14])=[C:51]([Cl:57])[CH:52]=1 |f:1.2,4.5|. Procedure details: A solution of (1aS,5aR)-1,1,2-trimethyl-1,1a,5,5a-tetrahydro-3-thia-cyclopropa[a]pentalene-4-carboxylic acid (111 mg, 0.50 mmol), TBTU (177 mg, 0.55 mmol) and ethyl-diisopropylamine (282 μL, 1.65 mmol) in DMF (15 mL) is allowed to stand at rt for 20 min. A solution of 4-aminomethyl-3-chloro-phenol hydrochloride (104 mg, 0.55 mmol) and ethyl-diisopropylamine (94 mL, 0.55 mmol) in DMF (1.5 mL) is added and the mixture is allowed to stand at rt for 3 h. After the addition of formic acid (0.2 mL), t... Reactants: COC(CC1=C(N(C2=NC=CC=C21)CC2=C(C=C(C=C2)S(=O)(=O)C)C(F)(F)F)C)=O ([1-(4-methanesulfonyl-2-trifluoromethyl-benzyl)-2-methyl-1H-pyrrolo[2,3-b]pyridin-3-yl]-acetic acid methyl ester), C1CCOC1 (THF), [OH-].[Na+] (NaOH), aqueous solution. The solvent is O (water). Conditions: time 8 hour. Product: CS(=O)(=O)C1=CC(=C(CN2C(=C(C=3C2=NC=CC3)CC(=O)O)C)C=C1)C(F)(F)F ([1-(4-Methanesulfonyl-2-trifluoromethyl-benzyl)-2-methyl-1H-pyrrolo[2,3-b]pyridin-3-yl]-acetic acid). RXN SMILES: C[O:2][C:3](=[O:30])[CH2:4][C:5]1[C:13]2[C:8](=[N:9][CH:10]=[CH:11][CH:12]=2)[N:7]([CH2:14][C:15]2[CH:20]=[CH:19][C:18]([S:21]([CH3:24])(=[O:23])=[O:22])=[CH:17][C:16]=2[C:25]([F:28])([F:27])[F:26])[C:6]=1[CH3:29].C1COCC1.[OH-].[Na+]>O>[CH3:24][S:21]([C:18]1[CH:19]=[CH:20][C:15]([CH2:14][N:7]2[C:8]3=[N:9][CH:10]=[CH:11][CH:12]=[C:13]3[C:5]([CH2:4][C:3]([OH:30])=[O:2])=[C:6]2[CH3:29])=[C:16]([C:25]([F:28])([F:27])[F:26])[CH:17]=1)(=[O:22])=[O:23] |f:2.3|. Procedure details: To a mixture comprising [1-(4-methanesulfonyl-2-trifluoromethyl-benzyl)-2-methyl-1H-pyrrolo[2,3-b]pyridin-3-yl]-acetic acid methyl ester: (11.8 g, 26.8 mmol) in water (100 ml) and THF (250 ml) is added dropwise NaOH (53.6 ml of a 1M aqueous solution) at room temperature and the two phase suspension is allowed to stir overnight. The solvent is removed in vacuo and the crude is triturated with diethyl ether, DCM and ethyl acetate. The resulting solid is dissolved in hot water (150 ml) and adjusted... As a reaction SMILES: [CH2:1]([C:3]([CH3:9])([CH2:7][CH3:8])[C:4](O)=O)[CH3:2].[NH2:10][NH:11][C:12]([NH2:14])=[S:13].P(Cl)(Cl)(Cl)=O.[OH-].[NH4+]>O1CCOCC1>[NH2:14][C:12]1[S:13][C:4]([C:3]([CH2:7][CH3:8])([CH3:9])[CH2:1][CH3:2])=[N:10][N:11]=1 |f:3.4|. The reactants are ice, [OH-].[NH4+] (ammonium hydroxide), C(C)C(C(=O)O)(CC)C (2-ethyl-2-methylbutyric acid), NNC(=S)N (thiosemicarbazide), P(=O)(Cl)(Cl)Cl (phosphorous oxychloride). Reaction conditions: temperature 90 celsius. Yields the product NC=1SC(=NN1)C(CC)(C)CC (2-amino-5-(1-ethyl-1-methylpropyl)-1,3,4-thiadiazole). Procedure details: A solution containing 13.0 g of 2-ethyl-2-methylbutyric acid and 9.1 g of thiosemicarbazide in 125 ml of dioxane was stirred and heated to 90° C. To the stirred reaction mixture was added dropwise over thirty minutes 15.3 g of phosphorous oxychloride. Following complete addition, the reaction mixture was heated at 90° C. for six hours. The mixture was then cooled to abiout 30° C. and added to 100 g of ice. The aqueous mixture was made alkaline by the addition of ammonium hydroxide, and the alkal... Isolated yield 91.9%. Solvent: O1CCOCC1 (dioxane). Procedure: 8.32 g of 1,6-bis(4,4′-dipentylbicyclohexyl-4-yl)-1,6-dichlorohexa-2,4-diyne are dissolved in 30 ml of diethyl ether and added dropwise to a solution of sodium amide in liquid ammonia (prepared from 1 g of sodium). After 30 minutes, the excess amide is decomposed using ammonium chloride, the ammonia is evaporated, and the residue is subjected to conventional work-up, giving 1,6-bis(4,4′-dipentylbicyclohexyl-4-yl) hexa-1,3,5-triyne (C 90 N (63) I, Δε=−1.56, Δn=−0.028). Run at time 30 minute. Yields the product C(CCCC)C1(CCC(CC1)C1CCC(CC1)CCCCC)C#CC#CC#CC1(CCC(CC1)C1CCC(CC1)CCCCC)CCCCC (1,6-bis(4,4′-dipentylbicyclohexyl-4-yl) hexa-1,3,5-triyne), ( 63 ). As a reaction SMILES: [CH2:1]([C:6]1([CH:23](Cl)[C:24]#[C:25][C:26]#[C:27][CH:28]([C:30]2([CH2:47][CH2:48][CH2:49][CH2:50][CH3:51])[CH2:35][CH2:34][CH:33]([CH:36]3[CH2:41][CH2:40][CH:39]([CH2:42][CH2:43][CH2:44][CH2:45][CH3:46])[CH2:38][CH2:37]3)[CH2:32][CH2:31]2)Cl)[CH2:11][CH2:10][CH:9]([CH:12]2[CH2:17][CH2:16][CH:15]([CH2:18][CH2:19][CH2:20][CH2:21][CH3:22])[CH2:14][CH2:13]2)[CH2:8][CH2:7]1)[CH2:2][CH2:3][CH2:4][CH3:5].[NH2-].[Na+].N.[Cl-].[NH4+]>C(OCC)C>[CH2:1]([C:6]1([C:23]#[C:24][C:25]#[C:26][C:27]#[C:28][C:30]2([CH2:47][CH2:48][CH2:49][CH2:50][CH3:51])[CH2:31][CH2:32][CH:33]([CH:36]3[CH2:41][CH2:40][CH:39]([CH2:42][CH2:43][CH2:44][CH2:45][CH3:46])[CH2:38][CH2:37]3)[CH2:34][CH2:35]2)[CH2:11][CH2:10][CH:9]([CH:12]2[CH2:17][CH2:16][CH:15]([CH2:18][CH2:19][CH2:20][CH2:21][CH3:22])[CH2:14][CH2:13]2)[CH2:8][CH2:7]1)[CH2:2][CH2:3][CH2:4][CH3:5] |f:1.2,4.5|. Starting materials: C(CCCC)C1(CCC(CC1)C1CCC(CC1)CCCCC)C(C#CC#CC(Cl)C1(CCC(CC1)C1CCC(CC1)CCCCC)CCCCC)Cl (1,6-bis(4,4′-dipentylbicyclohexyl-4-yl)-1,6-dichlorohexa-2,4-diyne), amide, [NH2-].[Na+] (sodium amide), N (ammonia), [Cl-].[NH4+] (ammonium chloride). Solvent: C(C)OCC (diethyl ether).